From a dataset of the Open Reaction Database (ORD), a public repository of structured organic reaction records. describe an organic reaction: reactants, conditions, products, and yield Starting materials: C(C)(C)(C)OC(N([C@H](CC1=CC2=CC=CC=C2C=C1)C(N(CCC=1SC=CC1)C)=O)C)=O (N-Methyl-N-((1R)-1-(N-methyl-N-(2-(2-thienyl)ethyl)carbamoyl)-2-(2-naphthyl)ethyl)carbamic acid tert-butyl ester), FC(C(=O)O)(F)F (Trifluoroacetic acid). Solvent: ClCCl (dichloromethane). Run at temperature 0 celsius, time 15 minute. The product is CN(C([C@@H](CC1=CC2=CC=CC=C2C=C1)NC)=O)CCC=1SC=CC1 ((2R)-N-methyl-2-(methylamino)-3-(2-naphthyl)-N-(2-(2-thienyl)ethyl)propionamide). The yield is 47.5%. As a reaction SMILES: C(O[C:6](=O)[N:7](C)[C@@H:8]([C:20](=[O:30])[N:21]([CH3:29])[CH2:22][CH2:23][C:24]1[S:25][CH:26]=[CH:27][CH:28]=1)[CH2:9][C:10]1[CH:19]=[CH:18][C:17]2[C:12](=[CH:13][CH:14]=[CH:15][CH:16]=2)[CH:11]=1)(C)(C)C.FC(F)(F)C(O)=O>ClCCl>[CH3:29][N:21]([CH2:22][CH2:23][C:24]1[S:25][CH:26]=[CH:27][CH:28]=1)[C:20](=[O:30])[C@H:8]([NH:7][CH3:6])[CH2:9][C:10]1[CH:19]=[CH:18][C:17]2[C:12](=[CH:13][CH:14]=[CH:15][CH:16]=2)[CH:11]=1. Procedure details: N-Methyl-N-((1R)-1-(N-methyl-N-(2-(2-thienyl)ethyl)carbamoyl)-2-(2-naphthyl)ethyl)carbamic acid tert-butyl ester (5.17 g, 11.4 mmol) was dissolved in dichloromethane (12 ml). The solution was cooled to 0° C. Trifluoroacetic acid (12 ml) was added. The reaction mixture was stirred for 15 min at 0° C. The solvent was removed in vacuo at 20° C. The residue was codistilled with dichloromethane (3×60 ml). The crude product was purified by flash chromatography on silica (80 g), using dichloromethane/m... The reactants are ClC1=CC=CC2=C1C(N(CC=1N2C=NC1CO)C)=O (7-chloro-4,5-dihydro-3-hydroxymethyl-5methyl-6H-imidazo[1,5-a][1,4]benzodiazepin-6-one). The reagents and catalysts are [O-2].[O-2].[Mn+4] (manganese dioxide). Run in C(Cl)Cl (methylene chloride). Yields the product ClC1=CC=CC2=C1C(N(CC=1N2C=NC1C=O)C)=O (7-chloro-5,6-dihydro-5-methyl-6-oxo-4H-imidazo[1,5-a][1,4]benzodiazepine-3-carboxaldehyde). As a reaction SMILES: [Cl:1][C:2]1[C:7]2[C:8](=[O:19])[N:9]([CH3:18])[CH2:10][C:11]3[N:12]([CH:13]=[N:14][C:15]=3[CH2:16][OH:17])[C:6]=2[CH:5]=[CH:4][CH:3]=1>[O-2].[O-2].[Mn+4].C(Cl)Cl>[Cl:1][C:2]1[C:7]2[C:8](=[O:19])[N:9]([CH3:18])[CH2:10][C:11]3[N:12]([CH:13]=[N:14][C:15]=3[CH:16]=[O:17])[C:6]=2[CH:5]=[CH:4][CH:3]=1 |f:1.2.3|. Procedure: 18.0 g (64.8 mmol) of 7-chloro-4,5-dihydro-3-hydroxymethyl-5methyl-6H-imidazo[1,5-a][1,4]benzodiazepin-6-one, 75 g of manganese dioxide and 700 ml of methylene chloride are stirred at room temperature for 1.5 hours. The reaction mixture is filtered and the filtrate is evaporated. By recrystallization of the residue from alcohol there is obtained 7-chloro-5,6-dihydro-5-methyl-6-oxo-4H-imidazo[1,5-a][1,4]benzodiazepine-3-carboxaldehyde of melting point 204°-205°. Reactants: NC1=CC=C(C2=CC=CC=C12)S(=O)(=O)O (4-amino-1-naphthalene sulfonic acid), CS(=O)(=O)Cl (methanesulfonyl chloride). Solvent: N1=CC=CC=C1 (pyridine). Reaction conditions: time 8 hour. The product is [NH+]1=CC=CC=C1.CS(=O)(=O)NC1=CC=C(C2=CC=CC=C12)S(=O)(=O)[O-] (4-methanesulfonamido-1-naphthalene sulfonic acid pyridinium salt). Yield: 123.7%. As a reaction SMILES: [NH2:1][C:2]1[C:11]2[C:6](=[CH:7][CH:8]=[CH:9][CH:10]=2)[C:5]([S:12]([OH:15])(=[O:14])=[O:13])=[CH:4][CH:3]=1.[CH3:16][S:17](Cl)(=[O:19])=[O:18]>N1C=CC=CC=1>[NH+:1]1[CH:2]=[CH:3][CH:4]=[CH:5][CH:6]=1.[CH3:16][S:17]([NH:1][C:2]1[C:11]2[C:6](=[CH:7][CH:8]=[CH:9][CH:10]=2)[C:5]([S:12]([O-:15])(=[O:13])=[O:14])=[CH:4][CH:3]=1)(=[O:19])=[O:18] |f:3.4|. Procedure details: A suspension of 4-amino-1-naphthalene sulfonic acid (200 g, 0.897 mole) in 800 ml of pyridine was stirred mechanically while methanesulfonyl chloride (70 ml, 0.9 mole) was added slowly over about 10 min. The reaction warmed to about 60° as the solid dissolved and then slowly cooled to room temperature. The mixture was stirred overnight while a solid precipitated. After filtering and washing with 500 ml of ether, the solid was dried under a nitrogen stream to afford 211 g (62%) of 4-methanesulfon... Starting materials: [BH4-].[Na+] (sodium borohydride), N1=CC=C(C=C1)C1=CC=C(C(=O)[O-])C=C1.[Na+] (sodium 4-(4-pyridyl)benzoate), CN1CCOCC1 (N-methylmorpholine), ClC(=O)OCC (ethyl chloroformate). Solvent: CO (methanol), O1CCCC1 (tetrahydrofuran), C(C)(=O)O (acetic acid). Conditions: time 0.25 hour. The product is N1=CC=C(C=C1)C1=CC=C(CO)C=C1 (4-(4-Pyridyl)benzyl Alcohol). The yield is 33.4%. Reaction SMILES: [N:1]1[CH:6]=[CH:5][C:4]([C:7]2[CH:15]=[CH:14][C:10]([C:11]([O-])=[O:12])=[CH:9][CH:8]=2)=[CH:3][CH:2]=1.[Na+].CN1CCOCC1.ClC(OCC)=O.[BH4-].[Na+]>O1CCCC1.C(O)(=O)C.CO>[N:1]1[CH:6]=[CH:5][C:4]([C:7]2[CH:15]=[CH:14][C:10]([CH2:11][OH:12])=[CH:9][CH:8]=2)=[CH:3][CH:2]=1 |f:0.1,4.5|. Procedure: A solution of sodium 4-(4-pyridyl)benzoate (500 mg, 2.26 mmol), and N-methylmorpholine (0.250 mL, 2.26 mmol) in tetrahydrofuran (12 mL) was treated with ethyl chloroformate (0.216 mL, 2.26 mmol). After 0.25 h, the mixture was treated with sodium borohydride (256 mg, 6.79 mmol) followed by methanol (24 mL) dropwise. After 0.5 h, the mixture was treated with 10% aqueous acetic acid and concentrated in vacuo. The residue was partitioned between ethyl acetate and 1 N aqueous sodium hydroxide. The aq... The reactants are COC(C(C(C(=O)O)C)=CC1=CC=C(C=C1)F)=O (2-(4-fluoro-benzylidene)-3-methyl-succinic acid 1-methyl ester), COC(=O)C1=CC2=CC=C(C=C2C(=C1)O)F (6-fluoro-4-hydroxy-naphthalene-2-carboxylic acid methyl ester). Yields the product COC(=O)C1=CC2=CC=C(C=C2C(=C1C)O)F (6-fluoro-4-hydroxy-3-methyl-naphthalene-2-carboxylic acid methyl ester). Reaction SMILES: [CH3:1][O:2][C:3](=[O:18])[C:4](=[CH:10][C:11]1[CH:16]=[CH:15][C:14]([F:17])=[CH:13][CH:12]=1)[CH:5]([CH3:9])[C:6]([OH:8])=O.COC(C1C=C(O)C2C(=CC=C(F)C=2)C=1)=O>>[CH3:1][O:2][C:3]([C:4]1[C:5]([CH3:9])=[C:6]([OH:8])[C:16]2[C:11](=[CH:12][CH:13]=[C:14]([F:17])[CH:15]=2)[CH:10]=1)=[O:18]. Procedure details: Alternatively, Starting with 2-(4-fluoro-benzylidene)-3-methyl-succinic acid 1-methyl ester, using a method analogous to the one described above for 6-fluoro-4-hydroxy-naphthalene-2-carboxylic acid methyl ester, 6-fluoro-4-hydroxy-3-methyl-naphthalene-2-carboxylic acid methyl ester was obtained as a pale solid.